This data is from the Open Reaction Database (ORD), a public repository of structured organic reaction records. The task is: describe an organic reaction: reactants, conditions, products, and yield Reactants: C1COCCO1, CCOC(=O)c1cc(C(C)O)on1. The product is CCOC(=O)c1cc(C(C)=O)on1. Reaction SMILES: [CH2:14]1[O:15][CH2:16][CH2:17][O:18][CH2:19]1.[OH:1][CH:2]([CH3:3])[c:4]1[cH:5][c:6]([C:9](=[O:10])[O:11][CH2:12][CH3:13])[n:7][o:8]1>>[O:1]=[C:2]([CH3:3])[c:4]1[cH:5][c:6]([C:9](=[O:10])[O:11][CH2:12][CH3:13])[n:7][o:8]1.